From a dataset of the Open Reaction Database (ORD), a public repository of structured organic reaction records. describe an organic reaction: reactants, conditions, products, and yield Reactants: C(=O)(O)C=1C=C(C=CC1)C=1C([C@@H]2CC[C@]3([C@@]4(CC[C@@]5([C@@H]([C@H]4CCC3[C@]2(CC1)C)[C@@H](CC5)C(=C)C)C(=O)O)C)C)(C)C ((1R,3aS,5aR,5bR,7aR,11aS,13aR,13bR)-9-(3-carboxyphenyl)-5a,5b,8,8,11a-pentamethyl-1-(prop-1-en-2-yl)-2,3,3a,4,5,5a,5b,6,7,7a,8,11,11a,11b,12,13,13a,13b-octadecahydro-1H-cyclopenta[a]chrysene-3a-carboxylic acid). The reagents and catalysts are [Pd] (Pd/C). Solvent: CCOC(=O)C (EtOAc). Reaction conditions: time 36 hour. Product: C(=O)(O)C=1C=C(C=CC1)[C@@H]1C([C@@H]2CC[C@]3([C@@]4(CC[C@@]5([C@@H]([C@H]4CCC3[C@]2(CC1)C)C(CC5)C(C)C)C(=O)O)C)C)(C)C ((3aS,5aR,5bR,7aS,9S,11aS,13aR,13bR)-9-(3-carboxyphenyl)-1-isopropyl-5a,5b,8,8,11a-pentamethylicosahydro-1H-cyclopenta[a]chrysene-3a-carboxylic acid). As a reaction SMILES: [C:1]([C:4]1[CH:5]=[C:6]([C:10]2[C:11]([CH3:41])([CH3:40])[C@H:12]3[C@:25]([CH3:28])([CH2:26][CH:27]=2)[CH:24]2[C@:15]([CH3:39])([C@@:16]4([CH3:38])[C@H:21]([CH2:22][CH2:23]2)[C@H:20]2[C@H:29]([C:32]([CH3:34])=[CH2:33])[CH2:30][CH2:31][C@:19]2([C:35]([OH:37])=[O:36])[CH2:18][CH2:17]4)[CH2:14][CH2:13]3)[CH:7]=[CH:8][CH:9]=1)([OH:3])=[O:2]>CCOC(C)=O.[Pd]>[C:1]([C:4]1[CH:5]=[C:6]([C@H:10]2[CH2:27][CH2:26][C@@:25]3([CH3:28])[C@@H:12]([CH2:13][CH2:14][C@:15]4([CH3:39])[CH:24]3[CH2:23][CH2:22][C@H:21]3[C@@:16]4([CH3:38])[CH2:17][CH2:18][C@@:19]4([C:35]([OH:37])=[O:36])[CH2:31][CH2:30][CH:29]([CH:32]([CH3:34])[CH3:33])[C@@H:20]43)[C:11]2([CH3:41])[CH3:40])[CH:7]=[CH:8][CH:9]=1)([OH:3])=[O:2]. Reported procedure: To a solution of (1R,3aS,5aR,5bR,7aR,11aS,13aR,13bR)-9-(3-carboxyphenyl)-5a,5b,8,8,11a-pentamethyl-1-(prop-1-en-2-yl)-2,3,3a,4,5,5a,5b,6,7,7a,8,11,11a,11b,12,13,13a,13b-octadecahydro-1H-cyclopenta[a]chrysene-3a-carboxylic acid (20 mg, 0.036 mmol) in EtOAc (3 mL) was added 10% Pd/C (4 mg, 0.0036 mmol). The reaction mixture was stirred at room temperature under 1 ATM of H2 for 36 h. LCMS indicated the reaction was complete and the desired product was formed. The reaction mixture was filtered throu... Reactants: [BH3-]C#N, CCOC(CCN)OCC, CC(=O)O, CCO, [Na+], O=CCc1ccccc1. Yields the product CCOC(CCNCCc1ccccc1)OCC. As a reaction SMILES: [C:24]([BH3-:25])#[N:26].[CH2:1]([CH3:2])[O:3][CH:4]([CH2:5][CH2:6][NH2:7])[O:8][CH2:9][CH3:10].[CH3:20][C:21](=[O:22])[OH:23].[CH3:28][CH2:29][OH:30].[Na+:27].[c:11]1([CH2:17][CH:18]=[O:19])[cH:12][cH:13][cH:14][cH:15][cH:16]1>>[CH2:1]([CH3:2])[O:3][CH:4]([CH2:5][CH2:6][NH:7][CH2:18][CH2:17][c:11]1[cH:12][cH:13][cH:14][cH:15][cH:16]1)[O:8][CH2:9][CH3:10]. Starting materials: OCCC(=O)N1CC=C(CC1)C1=C(C=C(C=C1F)N1C(O[C@H](C1)CN(C(=O)OC(C)(C)C)C1=NOC=C1)=O)F (3-(4-(1-(3-Hydroxypropanoyl)-1,2,5,6-tetrahydropyrid-4-yl)-3,5-difluorophenyl)-5(R)-(N-(t-butoxycarbonyl)isoxazol-3-ylaminomethyl)oxazolidin-2-one), FC(C(=O)O)(F)F (trifluoroacetic acid). Solvent: ClCCl (dichloromethane), O (water), ClCCl (dichloromethane). Conditions: time 10 minute. The product is OCCC(=O)N1CC=C(CC1)C1=C(C=C(C=C1F)N1C(O[C@H](C1)CNC1=NOC=C1)=O)F (3-(4-(1-(3-Hydroxypropanoyl)-1,2,5,6-tetrahydropyrid-4-yl)-3,5-difluorophenyl)-5(S)-(isoxazol-3-ylaminomethyl)oxazolidin-2-one). Isolated yield 70.9%. Reaction SMILES: [OH:1][CH2:2][CH2:3][C:4]([N:6]1[CH2:11][CH2:10][C:9]([C:12]2[C:17]([F:18])=[CH:16][C:15]([N:19]3[CH2:23][C@H:22]([CH2:24][N:25]([C:33]4[CH:37]=[CH:36][O:35][N:34]=4)C(OC(C)(C)C)=O)[O:21][C:20]3=[O:38])=[CH:14][C:13]=2[F:39])=[CH:8][CH2:7]1)=[O:5].FC(F)(F)C(O)=O>ClCCl.O>[OH:1][CH2:2][CH2:3][C:4]([N:6]1[CH2:11][CH2:10][C:9]([C:12]2[C:13]([F:39])=[CH:14][C:15]([N:19]3[CH2:23][C@H:22]([CH2:24][NH:25][C:33]4[CH:37]=[CH:36][O:35][N:34]=4)[O:21][C:20]3=[O:38])=[CH:16][C:17]=2[F:18])=[CH:8][CH2:7]1)=[O:5]. Reported procedure: 3-(4-(1-(3-Hydroxypropanoyl)-1,2,5,6-tetrahydropyrid-4-yl)-3,5-difluorophenyl)-5(R)-(N-(t-butoxycarbonyl)isoxazol-3-ylaminomethyl)oxazolidin-2-one (176 mg, 0.32 mM), was dissolved in dichloromethane (1 ml) and treated with trifluoroacetic acid (1 ml) at ambient temperature. After stirring for 10 minutes, the mixture was diluted with water (15 ml) and dichloromethane (15 ml), the organic layer separated, washed with water (2×15 ml), and dried (magnesium sulfate). Solvent was removed, and the resi... Starting materials: C(=C)N1C(CCC1)=O (N-vinylpyrrolidone), C1(=CC=CC=C1)[Sn](C1=CC=CC=C1)(C1=CC=CC=C1)Cl (triphenyltin chloride). Solvent: C=1(C(=CC=CC1)C)C (xylene). Conditions: temperature 50 celsius, time 2 hour. Product: C(=C)N1C(CCC1)=O.C1(=CC=CC=C1)[Sn](C1=CC=CC=C1)(C1=CC=CC=C1)Cl (N-vinylpyrrolidone triphenyltin chloride). RXN SMILES: [CH:1]([N:3]1[CH2:7][CH2:6][CH2:5][C:4]1=[O:8])=[CH2:2].[C:9]1([Sn:15]([Cl:28])([C:22]2[CH:27]=[CH:26][CH:25]=[CH:24][CH:23]=2)[C:16]2[CH:21]=[CH:20][CH:19]=[CH:18][CH:17]=2)[CH:14]=[CH:13][CH:12]=[CH:11][CH:10]=1>C1(C)C(C)=CC=CC=1>[CH:1]([N:3]1[CH2:7][CH2:6][CH2:5][C:4]1=[O:8])=[CH2:2].[C:9]1([Sn:15]([Cl:28])([C:16]2[CH:21]=[CH:20][CH:19]=[CH:18][CH:17]=2)[C:22]2[CH:27]=[CH:26][CH:25]=[CH:24][CH:23]=2)[CH:10]=[CH:11][CH:12]=[CH:13][CH:14]=1 |f:3.4|. Procedure: The same reactor as used in Example 1 was charged with 30 g of N-vinylpyrrolidone, 104 g of triphenyltin chloride and 200 g of xylene, and the mixture was stirred at 50° C. for 2 hours to form an N-vinylpyrrolidone/triphenyltin chloride adduct. Then, 50 g of butyl acrylate, 16 g of octyl acrylate and 0.5 g of benzoyl peroxide were added, and with stirring, the mixture was heated to 75° C. At this temperature, 0.2 g of benzoyl peroxide was added three times at intervals of 3 hours, and the polyme... Starting materials: CC1=C(C(=CC=C1)C)NC(N(CC)CCC(=O)O)=S (3-[3-(2,6-dimethylphenyl)-1-ethyl-thioureido]propionic acid), Cl (HCl). Solvent: CC(=O)C (acetone). Yields the product CC1=C(C(=CC=C1)C)N1C(N(CCC1=O)CC)=S (3-(2,6-Dimethylphenyl)-1-ethyl-2-thioxotetrahydropyrimidin-4-one). Yield: 47.2%. RXN SMILES: [CH3:1][C:2]1[CH:7]=[CH:6][CH:5]=[C:4]([CH3:8])[C:3]=1[NH:9][C:10](=[S:19])[N:11]([CH2:14][CH2:15][C:16](O)=[O:17])[CH2:12][CH3:13].Cl>CC(C)=O>[CH3:1][C:2]1[CH:7]=[CH:6][CH:5]=[C:4]([CH3:8])[C:3]=1[N:9]1[C:16](=[O:17])[CH2:15][CH2:14][N:11]([CH2:12][CH3:13])[C:10]1=[S:19]. Reported procedure: 3-[3-(2,6-dimethylphenyl)-1-ethyl-thioureido]propionic acid (12 g) was dissolved in acetone (245 mL). Conc. HCl (5 mL) was added and the mixture was heated at reflux for 18 hours. The reaction mixture was evaporated to dryness. The residue was dissolved in methylene chloride (100 mL), and washed with 1N NaOH. The organic phase was dried over anhydrous magnesium sulfate, then evaporated to dryness. The solid was recrystallized from ethyl acetate to give the title compound (5.3 g) as a white solid...